Dataset: the Open Reaction Database (ORD), a public repository of structured organic reaction records. Task: describe an organic reaction: reactants, conditions, products, and yield The reactants are [BH3-]C#N.[Na+] (NaBH3CN), Cl (HCl), CC=1C=C(C=CC1OC1=CC=CC=C1)NC1=NC=NC2=CC=C(C=C12)C#CC1CNCCC1 ((3-Methyl-4-phenoxy-phenyl)-(6-piperidin-3-ylethynyl-quinazolin-4-yl)-amine), C(CC)=O (propionaldehyde). Solvent: CO.O (MeOH H2O), CC(=O)O (AcOH). Run at time 8 hour. Yields the product CC=1C=C(C=CC1OC1=CC=CC=C1)NC1=NC=NC2=CC=C(C=C12)C#CC1CN(CCC1)CCC ((3-Methyl-4-phenoxy-phenyl)-[6-(1-propyl-piperidin-3-ylethynyl)-quinazolin-4-yl]-amine). Yield: 44.1%. RXN SMILES: [CH3:1][C:2]1[CH:3]=[C:4]([NH:15][C:16]2[C:25]3[C:20](=[CH:21][CH:22]=[C:23]([C:26]#[C:27][CH:28]4[CH2:33][CH2:32][CH2:31][NH:30][CH2:29]4)[CH:24]=3)[N:19]=[CH:18][N:17]=2)[CH:5]=[CH:6][C:7]=1[O:8][C:9]1[CH:14]=[CH:13][CH:12]=[CH:11][CH:10]=1.[CH:34](=O)[CH2:35][CH3:36].[BH3-]C#N.[Na+].Cl>CO.O.CC(O)=O>[CH3:1][C:2]1[CH:3]=[C:4]([NH:15][C:16]2[C:25]3[C:20](=[CH:21][CH:22]=[C:23]([C:26]#[C:27][CH:28]4[CH2:33][CH2:32][CH2:31][N:30]([CH2:34][CH2:35][CH3:36])[CH2:29]4)[CH:24]=3)[N:19]=[CH:18][N:17]=2)[CH:5]=[CH:6][C:7]=1[O:8][C:9]1[CH:14]=[CH:13][CH:12]=[CH:11][CH:10]=1 |f:2.3,5.6|. Reported procedure: (3-Methyl-4-phenoxy-phenyl)-(6-piperidin-3-ylethynyl-quinazolin-4-yl)-amine (114 mg, 0.2 mmol) and propionaldehyde (116 mg, 2.0 mmol) were dissolved in MeOH/H2O (5/0.5 mL) and the pH was adjusted to 5 with AcOH. The reaction was stirred at room temperature overnight and followed by the addition of NaBH3CN (13 mg, 0.2 mmol) over a period of 1 hour. After stirring for another hour, the reaction was concentrated and the residue was partitioned between CH2Cl2 (30 mL) and saturated Na2CO3 (20 mL). Th... The reactants are C(C)OC(C)OCC1=C(C=CC=C1)C(C(=O)NC)=O (2-[2-{(1-ethoxyethyl)oxymethyl}phenyl]-N-methyl-2-oxoacetamide), O.C1(=CC=C(C=C1)S(=O)(=O)O)C (p-toluenesulfonic acid monohydrate), Cl.CON (Methoxyamine hydrochloride), C[O-].[Na+].CO (sodium methoxide methanol). Run in CO (methanol), CO (methanol), [Cl-].[Na+].O (brine). Product: OCC1=C(C=CC=C1)C(C(=O)NC)=NOC (2-(2-hydroxymethylphenyl)-2-methoxyimino-N-methylacetamide). Yield: 83.2%. Reaction SMILES: Cl.[CH3:2][O:3][NH2:4].C[O-].[Na+].CO.C(OC([O:15][CH2:16][C:17]1[CH:22]=[CH:21][CH:20]=[CH:19][C:18]=1[C:23](=O)[C:24]([NH:26][CH3:27])=[O:25])C)C.O.C1(C)C=CC(S(O)(=O)=O)=CC=1>CO.[Cl-].[Na+].O>[OH:15][CH2:16][C:17]1[CH:22]=[CH:21][CH:20]=[CH:19][C:18]=1[C:23](=[N:4][O:3][CH3:2])[C:24]([NH:26][CH3:27])=[O:25] |f:0.1,2.3.4,6.7,9.10.11|. Reported procedure: Methoxyamine hydrochloride (0.22 g, 0.0026 mol) was dissolved in methanol (2 ml), and a 28% sodium methoxide-methanol solution (0.58 g, 0.003 mol) was added to the solution to obtain a suspension. A mixed solution of 2-[2-{(1-ethoxyethyl)oxymethyl}phenyl]-N-methyl-2-oxoacetamide (0.53 g, 0.002 mol) and methanol (2 ml) was added to the suspension. The mixture was stirred under reflux for 3 hours, and then cooled to room temperature. After cooling, p-toluenesulfonic acid monohydrate (0.19 g, 0.001... Reactants: CC(=O)C1CCC2C3CC=C4CC(O)CCC4(C)C3CCC12C, [I-], I, I, c1ccncc1, c1cc[nH+]cc1, c1cc[nH+]cc1. Product: CC12CCC(O)CC1=CCC1C2CCC2(C)C(C(=O)C[n+]3ccccc3)CCC12, [I-]. As a reaction SMILES: [CH:1]12[CH2:2][CH:3]=[C:4]3[CH2:5][CH:6]([OH:7])[CH2:8][CH2:9][C:10]3([CH3:11])[CH:12]1[CH2:13][CH2:14][C:15]1([CH3:16])[CH:17]([C:21]([CH3:22])=[O:23])[CH2:18][CH2:19][CH:20]21.[I-:25].[I:24].[IH:32].[cH:39]1[cH:40][cH:41][n:42][cH:43][cH:44]1.[nH+:26]1[cH:27][cH:28][cH:29][cH:30][cH:31]1.[nH+:33]1[cH:34][cH:35][cH:36][cH:37][cH:38]1>>[CH:1]12[CH2:2][CH:3]=[C:4]3[CH2:5][CH:6]([OH:7])[CH2:8][CH2:9][C:10]3([CH3:11])[CH:12]1[CH2:13][CH2:14][C:15]1([CH3:16])[CH:17]([C:21]([CH2:22][n+:26]3[cH:27][cH:28][cH:29][cH:30][cH:31]3)=[O:23])[CH2:18][CH2:19][CH:20]21.[I-:25]. Starting materials: CC(C)(C)c1ccc(C(=O)Nc2ccccc2N)cc1, ClCCCl, CN(C)C=O, O=C(O)c1ccc2cn[nH]c2c1. Yields the product CC(C)(C)c1ccc(C(=O)Nc2ccccc2NC(=O)c2ccc3cn[nH]c3c2)cc1. As a reaction SMILES: [C:1]([CH3:2])([CH3:3])([CH3:4])[c:5]1[cH:6][cH:7][c:8]([C:9](=[O:10])[NH:11][c:12]2[c:13]([NH2:18])[cH:14][cH:15][cH:16][cH:17]2)[cH:19][cH:20]1.[CH2:33]([Cl:34])[CH2:35][Cl:36].[O:37]=[CH:38][N:39]([CH3:40])[CH3:41].[nH:21]1[n:22][cH:23][c:24]2[cH:25][cH:26][c:27]([C:30](=[O:31])[OH:32])[cH:28][c:29]12>>[C:1]([CH3:2])([CH3:3])([CH3:4])[c:5]1[cH:6][cH:7][c:8]([C:9](=[O:10])[NH:11][c:12]2[c:13]([NH:18][C:30]([c:27]3[cH:26][cH:25][c:24]4[cH:23][n:22][nH:21][c:29]4[cH:28]3)=[O:31])[cH:14][cH:15][cH:16][cH:17]2)[cH:19][cH:20]1.